From a dataset of the Open Reaction Database (ORD), a public repository of structured organic reaction records. describe an organic reaction: reactants, conditions, products, and yield Starting materials: B(F)(F)F.C(C)OCC (boron trifluoride ethyl ether), C(C1=CC=CC=C1)OC=1C=C(C=CC1OCC1=CC=CC=C1)CC(CN1CCN(CC1)C1=CC=CC=C1)N(S(=O)(=O)C=1C=2C=CN=CC2C=CC1)C (N-{1-[(3,4-Dibenzyloxyphenyl)methyl]-2-(4-phenylpiperazinyl)ethyl}-N-methyl-5-isoquinoline sulfonamide), C(CS)S (1,2-ethanedithiol), C([O-])(O)=O.[Na+] (sodium bicarbonate). Procedure details: 310 mg of the amorphous compound obtained in Example 6 was dissolved in 2 ml of 1,2-ethanedithiol, and to the solution were added 1 ml of boron trifluoride/ethyl ether, and after stirring at a room temperature for 18 hours, was added saturated sodium bicarbonate aqueous solution, and the reaction mixture was extracted twice with a mixture of chloroform and methanol (10:1). The extract was dried over magnesium sulfate, and concentrated under a reduced pressure to obtain a residue, which was appli... Product: OC=1C=C(C=CC1O)CC(CN1CCN(CC1)C1=CC=CC=C1)N(S(=O)(=O)C1=NC=CC2=CC=CC=C12)C (N-{1-[(3,4-Dihydroxyphenyl)methyl]-2-(4-phenylpiperazinyl)ethyl}-N-methyl-isoquinoline sulfonamide). Reaction conditions: time 18 hour. RXN SMILES: C([O:8][C:9]1[CH:10]=[C:11]([CH2:23][CH:24]([N:38]([CH3:52])[S:39](C2C3C=CN=CC=3C=CC=2)(=[O:41])=[O:40])[CH2:25][N:26]2[CH2:31][CH2:30][N:29]([C:32]3[CH:37]=[CH:36][CH:35]=[CH:34][CH:33]=3)[CH2:28][CH2:27]2)[CH:12]=CC=1OCC1C=CC=CC=1)C1C=CC=CC=1.B(F)(F)F.C([O:59][CH2:60][CH3:61])C.C(=O)(O)[O-].[Na+].[CH2:67](S)[CH2:68]S>>[OH:8][C:9]1[CH:10]=[C:11]([CH2:23][CH:24]([N:38]([CH3:52])[S:39]([C:27]2[C:67]3[C:68](=[CH:9][CH:10]=[CH:11][CH:12]=3)[CH:24]=[CH:25][N:26]=2)(=[O:41])=[O:40])[CH2:25][N:26]2[CH2:31][CH2:30][N:29]([C:32]3[CH:37]=[CH:36][CH:35]=[CH:34][CH:33]=3)[CH2:28][CH2:27]2)[CH:12]=[CH:61][C:60]=1[OH:59] |f:1.2,3.4|. Starting materials: [Cl-].[NH4+] (ammonium chloride), BrCCCO[Si](C)(C)C(C)(C)C ((3-bromopropoxy)(tert-butyl)dimethylsilane), [H-].[Na+] (sodium hydride), COC=1C=C2CCNC(C2=CC1)=O (6-Methoxy-3,4-dihydroisoquinolin-1(2H)-one), [F-].C(CCC)[N+](CCCC)(CCCC)CCCC.O1CCCC1 (tetrabutylammonium fluoride tetrahydrofuran), [Cl-].[NH4+] (ammonium chloride). Run in C(C)(=O)OCC (ethyl acetate), C(C)(=O)OCC (ethyl acetate), CN(C=O)C (N,N-dimethylformamide). Conditions: time 2 hour. Yields the product OCCCN1C(C2=CC=C(C=C2CC1)OC)=O (2-(3-Hydroxypropyl)-6-methoxy-3,4-dihydroisoquinolin-1(2H)-one). Isolated yield 145.4%. Reaction SMILES: [CH3:1][O:2][C:3]1[CH:4]=[C:5]2[C:10](=[CH:11][CH:12]=1)[C:9](=[O:13])[NH:8][CH2:7][CH2:6]2.Br[CH2:15][CH2:16][CH2:17][O:18][Si](C(C)(C)C)(C)C.[H-].[Na+].[Cl-].[NH4+].[F-].C([N+](CCCC)(CCCC)CCCC)CCC.O1CCCC1>CN(C)C=O.C(OCC)(=O)C>[OH:18][CH2:17][CH2:16][CH2:15][N:8]1[CH2:7][CH2:6][C:5]2[C:10](=[CH:11][CH:12]=[C:3]([O:2][CH3:1])[CH:4]=2)[C:9]1=[O:13] |f:2.3,4.5,6.7.8|. Reported procedure: 6-Methoxy-3,4-dihydroisoquinolin-1(2H)-one (1.0 g, 5.64 mmol) was dissolved in N,N-dimethylformamide (15 mL), (3-bromopropoxy)(tert-butyl)dimethylsilane (2.62 mL, 11.3 mmol) and 55% sodium hydride (259 mg, 5.93 mmol) were added under ice cooling, and the mixture was stirred at room temperature under a nitrogen atmosphere for 2 hours. After the reaction was completed, saturated aqueous ammonium chloride was added to the reaction mixture under ice cooling, and ethyl acetate was further added to se... Reactants: COC=1C=C(C=CC1OCCN1CCCC1)NC(=O)C=1SC(=CC1N)Br (3-amino-5-bromothiophene-2-carboxylic acid [3-methoxy-4-(2-pyrrolidin-1-ylethoxy)phenyl]amide), C(C)O (ethanol). Solvent: ethyl o-formate. The product is BrC1=CC=2N=CN(C(C2S1)=O)C1=CC(=C(C=C1)OCCN1CCCC1)OC (6-Bromo-3-[3-methoxy-4-(2-pyrrolidin-1-ylethoxy)phenyl]-3H-thieno[3,2-d]pyrimidin-4-one). RXN SMILES: [CH3:1][O:2][C:3]1[CH:4]=[C:5]([NH:17][C:18]([C:20]2[S:21][C:22]([Br:26])=[CH:23][C:24]=2[NH2:25])=[O:19])[CH:6]=[CH:7][C:8]=1[O:9][CH2:10][CH2:11][N:12]1[CH2:16][CH2:15][CH2:14][CH2:13]1.[CH2:27](O)C>>[Br:26][C:22]1[S:21][C:20]2[C:18](=[O:19])[N:17]([C:5]3[CH:6]=[CH:7][C:8]([O:9][CH2:10][CH2:11][N:12]4[CH2:16][CH2:15][CH2:14][CH2:13]4)=[C:3]([O:2][CH3:1])[CH:4]=3)[CH:27]=[N:25][C:24]=2[CH:23]=1. Procedure details: A solution of 3-amino-5-bromothiophene-2-carboxylic acid [3-methoxy-4-(2-pyrrolidin-1-ylethoxy)phenyl]amide (415 mg) was heated in ethyl o-formate (12.4 mL) at 105° C. overnight; the ethanol produced was distilled off. The reaction solution was then mixed with ethyl acetate and water. The aqueous phase was extracted several times with ethyl acetate, and then the combined organic phases were dried over sodium sulfate and concentrated. The product with the molecular weight of 450.36 (C19H20BrN3O3S...